From a dataset of the Open Reaction Database (ORD), a public repository of structured organic reaction records. describe an organic reaction: reactants, conditions, products, and yield Starting materials: CC1=CC(=NO1)OC1CN(C1)C1=C(C(=O)O)C=C(C=N1)C(F)(F)F (2-(3-((5-methylisoxazol-3-yl)oxy)azetidin-1-yl)-5-(trifluoromethyl)nicotinic acid), Cl.NC1(CC1)C1=CC=C(C(=O)OC)C=C1 (methyl 4-(1-aminocyclopropyl)benzoate hydrochloride). Product: CC1=CC(=NO1)OC1CN(C1)C1=C(C(=O)NC2(CC2)C2=CC=C(C(=O)OC)C=C2)C=C(C=N1)C(F)(F)F (methyl 4-(1-(2-(3-((5-methylisoxazol-3-yl)oxy)azetidin-1-yl)-5-(trifluoromethyl)nicotinamido)cyclopropyl)benzoate). The yield is 70.4%. As a reaction SMILES: [CH3:1][C:2]1[O:6][N:5]=[C:4]([O:7][CH:8]2[CH2:11][N:10]([C:12]3[N:20]=[CH:19][C:18]([C:21]([F:24])([F:23])[F:22])=[CH:17][C:13]=3[C:14](O)=[O:15])[CH2:9]2)[CH:3]=1.Cl.[NH2:26][C:27]1([C:30]2[CH:39]=[CH:38][C:33]([C:34]([O:36][CH3:37])=[O:35])=[CH:32][CH:31]=2)[CH2:29][CH2:28]1>>[CH3:1][C:2]1[O:6][N:5]=[C:4]([O:7][CH:8]2[CH2:11][N:10]([C:12]3[N:20]=[CH:19][C:18]([C:21]([F:23])([F:24])[F:22])=[CH:17][C:13]=3[C:14]([NH:26][C:27]3([C:30]4[CH:39]=[CH:38][C:33]([C:34]([O:36][CH3:37])=[O:35])=[CH:32][CH:31]=4)[CH2:29][CH2:28]3)=[O:15])[CH2:9]2)[CH:3]=1 |f:1.2|. Reported procedure: The title compound (D180) (20 mg) was prepared according to the experimental procedure described in Description 144 starting from 2-(3-((5-methylisoxazol-3-yl)oxy)azetidin-1-yl)-5-(trifluoromethyl)nicotinic acid (D129) (19 mg, 0.055 mmol) and methyl 4-(1-aminocyclopropyl)benzoate hydrochloride (D7) (12.6 mg, 0.055 mmol). The reactants are CC(C)([O-])C.[K+] (potassium tert-butoxide), [Cl-].[NH4+] (ammonium chloride), [N+](=O)([O-])C1=CC=NC=C1 (4-Nitropyridine), CON (O-methylhydroxylamine). Reagents/catalysts: [Cl-].[Zn+2].[Cl-] (zinc (II) chloride). The solvent is CN(C)C=O (DMF), CN(C)C=O (DMF), C(C)(=O)OCC.CCCCCC (ethyl acetate hexane). Conditions: time 1 hour. Product: NC=1C=NC=CC1[N+](=O)[O-] (3-amino-4-nitropyridine). The yield is 25.2%. Reaction SMILES: [N+:1]([C:4]1[CH:9]=[CH:8][N:7]=[CH:6][CH:5]=1)([O-:3])=[O:2].CO[NH2:12].CC(C)([O-])C.[K+].[Cl-].[NH4+]>CN(C=O)C.[Cl-].[Zn+2].[Cl-].C(OCC)(=O)C.CCCCCC>[NH2:12][C:5]1[CH:6]=[N:7][CH:8]=[CH:9][C:4]=1[N+:1]([O-:3])=[O:2] |f:2.3,4.5,7.8.9,10.11|. Procedure details: 4-Nitropyridine (124 mg, 1 mmol) and O-methylhydroxylamine (71 mg, 1.5 mmol) were dissolved in DMF (2 ml), and a resulting solution was added dropwise to a DMF solution (3 ml) containing potassium tert-butoxide (336 mg, 3 mmol) and zinc (II) chloride (136 mg, 1 mmol) at 25° C. After completion of the addition, the resulting mixture was at 25° C. for one hour and an aqueous saturated ammonium chloride solution (50 ml) was added, followed by extraction with ethyl acetate (80 ml). A resulting organ... Reactants: NC1=C(C=CC2=CC=CC=C12)C (1-amino-2-methylnaphthalene), ClCCNCCCl (bis(2-chloroethyl)amine), Cl (HCl). The solvent is ClC1=CC=CC=C1 (chlorobenzene). Product: CC1=C(C2=CC=CC=C2C=C1)N1CCNCC1 (N-(2-Methyl-1-naphthyl)piperazine). Yield: 62.0%. As a reaction SMILES: [NH2:1][C:2]1[C:11]2[C:6](=[CH:7][CH:8]=[CH:9][CH:10]=2)[CH:5]=[CH:4][C:3]=1[CH3:12].Cl[CH2:14][CH2:15][NH:16][CH2:17][CH2:18]Cl.Cl>ClC1C=CC=CC=1>[CH3:12][C:3]1[CH:4]=[CH:5][C:6]2[C:11](=[CH:10][CH:9]=[CH:8][CH:7]=2)[C:2]=1[N:1]1[CH2:18][CH2:17][NH:16][CH2:15][CH2:14]1. Procedure details: 13.0 g (82.7 mmol) of 1-amino-2-methylnaphthalene in 100 ml of chlorobenzene were mixed with 14.7 g (82.7 mmol) of bis(2-chloroethyl)amine×HCl and refluxed under nitrogen for 90 h. The mixture was then concentrated and partitioned between methylene chloride and water at pH=9, and the organic phase was dried and then concentrated. The crude product was purified by column chromatography (silica gel, mobile phase/THF/methanol/ammonia 85/13/2. 11.6 g (62%) of product were isolated. Reactants: [I-].ClC1=CC=C(C=C1)CN1C2N(C(C=3[NH+](C=NC13)C)=O)CCN2C (4-[(4-Chlorophenyl)Methyl]-4,6,7,9-Tetrahydro-1,5-Dimethyl-9-Oxo-1H-Imidazo[1,2-a]Purinium Iodide). The reagents and catalysts are [Pd] (palladium on carbon). Solvent: CCO (EtOH). Product: CN1C=NC=2N=C3N(C(C12)=O)CCN3C (6,7-Dihydro-1,5-Dimethyl-1H-Imidazo[1,2-a]Purin-9(5H)-One). RXN SMILES: [I-].ClC1C=CC(C[N:10]2[C:18]3[N:17]=[CH:16][NH+:15]([CH3:19])[C:14]=3[C:13](=[O:20])[N:12]3[CH2:21][CH2:22][N:23]([CH3:24])[CH:11]23)=CC=1>[Pd].CCO>[CH3:19][N:15]1[C:14]2[C:13](=[O:20])[N:12]3[CH2:21][CH2:22][N:23]([CH3:24])[C:11]3=[N:10][C:18]=2[N:17]=[CH:16]1 |f:0.1|. Procedure: A mixture of the quaternary salt of Procedure 94 and 10% palladium on carbon in abs. EtOH is subjected to hydrogenolysis at a pressure of about 50 psig. The spent catalyst is removed by filtration, the filtrate concentrated in vacuo, and the residue dissolved in water. Treatment with concentrated NH4OH liberates the free base which is collected and dried. Starting materials: CCOC(=O)COc1cc(C(=O)NC(CCC(=O)OC(C)(C)C)C(=O)N2CCN(C(=O)OCC)CC2)nn1-c1ccccc1, Cc1ccccc1, ClCCl, O=C(O)C(F)(F)F. Product: CCOC(=O)COc1cc(C(=O)NC(CCC(=O)O)C(=O)N2CCN(C(=O)OCC)CC2)nn1-c1ccccc1. Reaction SMILES: [CH2:1]([CH3:2])[O:3][C:4](=[O:5])[N:6]1[CH2:7][CH2:8][N:9]([C:12]([CH:13]([CH2:14][CH2:15][C:16](=[O:17])[O:18][C:19]([CH3:20])([CH3:21])[CH3:22])[NH:23][C:24](=[O:25])[c:26]2[n:27][n:28](-[c:38]3[cH:39][cH:40][cH:41][cH:42][cH:43]3)[c:29]([O:31][CH2:32][C:33](=[O:34])[O:35][CH2:36][CH3:37])[cH:30]2)=[O:44])[CH2:10][CH2:11]1.[CH3:45][c:46]1[cH:47][cH:48][cH:49][cH:50][cH:51]1.[Cl:52][CH2:53][Cl:54].[F:55][C:56]([F:57])([F:58])[C:59]([OH:60])=[O:61]>>[CH2:1]([CH3:2])[O:3][C:4](=[O:5])[N:6]1[CH2:7][CH2:8][N:9]([C:12]([CH:13]([CH2:14][CH2:15][C:16](=[O:17])[OH:18])[NH:23][C:24](=[O:25])[c:26]2[n:27][n:28](-[c:38]3[cH:39][cH:40][cH:41][cH:42][cH:43]3)[c:29]([O:31][CH2:32][C:33](=[O:34])[O:35][CH2:36][CH3:37])[cH:30]2)=[O:44])[CH2:10][CH2:11]1. Starting materials: ClC1=CC=C(C=2N3C(=NC21)N(CCCC3)C3=C(C=C(C(=O)O)C=C3)C)C(CC)CC (4-[10-chloro-7-(1-ethylpropyl)-2,3,4,5-tetrahydro-1H-[1,3]diazepino[1,2-a]benzimidazol-1-yl]-3-methylbenzoic acid), [NH4+].ON1N=NC2=C1C=CC=C2 (1-hydroxy-1H-benzotriazole ammonium salt), Cl.C(C)N=C=NCCCN(C)C (1-ethyl-3-(3-dimethylaminopropyl)carbodiimide hydrochloride). The solvent is CN(C=O)C (N,N-dimethylformamide), C(O)([O-])=O.[Na+] (sodium hydrogen carbonate). Conditions: time 11 hour. Product: ClC1=CC=C(C=2N3C(=NC21)N(CCCC3)C3=C(C=C(C(=O)N)C=C3)C)C(CC)CC (4-[10-Chloro-7-(1-ethylpropyl)-2,3,4,5-tetrahydro-1H-[1,3]diazepino[1,2-a]benzimidazol-1-yl]-3-methylbenzamide). RXN SMILES: [Cl:1][C:2]1[C:10]2[N:9]=[C:8]3[N:11]([C:16]4[CH:24]=[CH:23][C:19]([C:20](O)=[O:21])=[CH:18][C:17]=4[CH3:25])[CH2:12][CH2:13][CH2:14][CH2:15][N:7]3[C:6]=2[C:5]([CH:26]([CH2:29][CH3:30])[CH2:27][CH3:28])=[CH:4][CH:3]=1.[NH4+].O[N:33]1C2C=CC=CC=2N=N1.Cl.C(N=C=NCCCN(C)C)C>CN(C)C=O.C(=O)([O-])O.[Na+]>[Cl:1][C:2]1[C:10]2[N:9]=[C:8]3[N:11]([C:16]4[CH:24]=[CH:23][C:19]([C:20]([NH2:33])=[O:21])=[CH:18][C:17]=4[CH3:25])[CH2:12][CH2:13][CH2:14][CH2:15][N:7]3[C:6]=2[C:5]([CH:26]([CH2:29][CH3:30])[CH2:27][CH3:28])=[CH:4][CH:3]=1 |f:1.2,3.4,6.7|. Procedure details: To a solution of 4-[10-chloro-7-(1-ethylpropyl)-2,3,4,5-tetrahydro-1H-[1,3]diazepino[1,2-a]benzimidazol-1-yl]-3-methylbenzoic acid (330 mg, 0.775 mmol) in N,N-dimethylformamide (4.0 mL) were added 1-hydroxy-1H-benzotriazole ammonium salt (172 mg, 1.01 mmol) and 1-ethyl-3-(3-dimethylaminopropyl)carbodiimide hydrochloride (163 mg, 0.853 mmol). The mixture was stirred at room temperature for 11 hr. The mixture was diluted with saturated aqueous sodium hydrogen carbonate, and extracted with ethyl ac... The reactants are NC=1C=CC(=C(C1)C=1OC2=C(N1)C=C(C=C2)C2=CC=CC=C2)NCCCC (2-(5-amino-2-butylaminophenyl)-5-phenylbenzoxazole), C1=CC2=C(C=C1C(=O)O)C(=O)OC2=O (1,2,4-benzenetricarboxylic anhydride). Product: C(CCC)NC1=C(C=C(C=C1)N1C(C2=CC=C(C=C2C1=O)C(=O)O)=O)C=1OC2=C(N1)C=C(C=C2)C2=CC=CC=C2 (2-[4-Butylamino-3-(5-phenylbenzoxazol-2-yl)phenyl]-1,3-dioxo-2,3-dihydro-1H-isoindole-5-carboxylic acid). As a reaction SMILES: [NH2:1][C:2]1[CH:3]=[CH:4][C:5]([NH:23][CH2:24][CH2:25][CH2:26][CH3:27])=[C:6]([C:8]2[O:9][C:10]3[CH:16]=[CH:15][C:14]([C:17]4[CH:22]=[CH:21][CH:20]=[CH:19][CH:18]=4)=[CH:13][C:11]=3[N:12]=2)[CH:7]=1.[CH:28]1[C:33]([C:34]([OH:36])=[O:35])=[CH:32][C:31]2[C:37]([O:39][C:40](=O)[C:30]=2[CH:29]=1)=[O:38]>>[CH2:24]([NH:23][C:5]1[CH:4]=[CH:3][C:2]([N:1]2[C:37](=[O:38])[C:31]3[C:30](=[CH:29][CH:28]=[C:33]([C:34]([OH:36])=[O:35])[CH:32]=3)[C:40]2=[O:39])=[CH:7][C:6]=1[C:8]1[O:9][C:10]2[CH:16]=[CH:15][C:14]([C:17]3[CH:22]=[CH:21][CH:20]=[CH:19][CH:18]=3)=[CH:13][C:11]=2[N:12]=1)[CH2:25][CH2:26][CH3:27]. Procedure: Prepared by the method of Example 1b), from 2-(5-amino-2-butylaminophenyl)-5-phenylbenzoxazole (409 mg, 1.14 mmol) and 1,2,4-benzenetricarboxylic anhydride (219 mg, 1.14 mmol) the title compound was obtained (390 mg, 64%). 1H NMR (DMSO) δ 8.71(t, 1H), 8.65(dd, 1H), 8.36(d, 1H), 8.29(m, 2H), 8.08(d, 1H), 8.00(d, 2H), 7.93(dd, 1H), 7.73(m, 3H) 7.62(t, 1H), 7.27(d, 1H), 3.60(m, 2H), 1.97(q, 2H), 1.74(m, 2H), 1.22(t, 3H) MS 532 m/z (M+H)+. Starting materials: FC1=C(C=CC=C1OC(F)(F)F)NC(=O)C1N(C2CC2C1)C(CN1N=C(C2=CC(=CC=C12)O)C(C)=O)=O (2-[2-(3-acetyl-5-hydroxy-indazol-1-yl)-acetyl]-2-aza-bicyclo[3.1.0]hexane-3-carboxylic acid (2-fluoro-3-trifluoromethoxy-phenyl)-amide), [H-].[Na+] (sodium hydride), BrCCOC (1-bromo-2-methoxyethane). Run in CN(C)C=O (DMF). Reaction conditions: time 5 minute. Product: FC1=C(C=CC=C1OC(F)(F)F)NC(=O)[C@H]1N([C@@H]2C[C@@H]2C1)C(CN1N=C(C2=CC(=CC=C12)OCCOC)C(C)=O)=O ((1R,3S,5R)-2-{2-[3-Acetyl-5-(2-methoxy-ethoxy)-indazol-1-yl]-acetyl}-2-aza-bicyclo[3.1.0]hexane-3-carboxylic acid (2-fluoro-3-trifluoromethoxy-phenyl)-amide). RXN SMILES: [H-].[Na+].[F:3][C:4]1[C:9]([O:10][C:11]([F:14])([F:13])[F:12])=[CH:8][CH:7]=[CH:6][C:5]=1[NH:15][C:16]([CH:18]1[CH2:23][CH:22]2[CH:20]([CH2:21]2)[N:19]1[C:24](=[O:39])[CH2:25][N:26]1[C:34]2[C:29](=[CH:30][C:31]([OH:35])=[CH:32][CH:33]=2)[C:28]([C:36](=[O:38])[CH3:37])=[N:27]1)=[O:17].Br[CH2:41][CH2:42][O:43][CH3:44]>CN(C=O)C>[F:3][C:4]1[C:9]([O:10][C:11]([F:14])([F:13])[F:12])=[CH:8][CH:7]=[CH:6][C:5]=1[NH:15][C:16]([C@@H:18]1[CH2:23][C@@H:22]2[C@@H:20]([CH2:21]2)[N:19]1[C:24](=[O:39])[CH2:25][N:26]1[C:34]2[C:29](=[CH:30][C:31]([O:35][CH2:41][CH2:42][O:43][CH3:44])=[CH:32][CH:33]=2)[C:28]([C:36](=[O:38])[CH3:37])=[N:27]1)=[O:17] |f:0.1|. Procedure details: To a suspension of sodium hydride (60% in Mineral oil, 4.8 mg, 0.121 mmol) in DMF (5 mL) at 0° C. was added 1R,3S,5R)-2-[2-(3-acetyl-5-hydroxy-indazol-1-yl)-acetyl]-2-aza-bicyclo[3.1.0]hexane-3-carboxylic acid (2-fluoro-3-trifluoromethoxy-phenyl)-amide (60 mg, 0.115 mmol). After stirring for 5 min, 1-bromo-2-methoxyethane (0.016 mL, 0.173 mmol) was added and the reaction mixture was stirred at RT for 16 h. The reaction mixture was quenched with water and extracted with EtOAc. The organic layer w... Reactants: NC=1NC2=C(N1)C=CC=C2 (2-aminobenzimidazole), OO (hydrogen peroxide), Cl (HCl). Product: NC=1NC2=C(N1)C=CC(=C2)Cl (2-amino-5-chlorobenzimidazole). Yield: 72.0%. RXN SMILES: [NH2:1][C:2]1[NH:3][C:4]2[CH:10]=[CH:9][CH:8]=[CH:7][C:5]=2[N:6]=1.OO.[ClH:13]>>[NH2:1][C:2]1[NH:3][C:4]2[CH:10]=[C:9]([Cl:13])[CH:8]=[CH:7][C:5]=2[N:6]=1. Procedure: Commercial 2-aminobenzimidazole was chlorinated with a mixture of hydrogen peroxide and HCl in aqueous solution at rt for 1.5 h. After removal of all volatiles the residue was dissolved in water and the product precipitated by addition of ammonia solution to give a 72% yield of 2-amino-5-chlorobenzimidazole as beige coloured solid.